Dataset: the Open Reaction Database (ORD), a public repository of structured organic reaction records. Task: describe an organic reaction: reactants, conditions, products, and yield Starting materials: CCCn1cc(C(C)(C)C)sc1=NC(=O)c1cc(C#N)ccc1OC, COc1ccc(P2(=S)SP(=S)(c3ccc(OC)cc3)S2)cc1, Cc1ccccc1. Product: CCCn1cc(C(C)(C)C)sc1=NC(=S)c1cc(C#N)ccc1OC. Reaction SMILES: [C:1]([CH3:2])([CH3:3])([CH3:4])[c:5]1[cH:6][n:7]([CH2:23][CH2:24][CH3:25])[c:8](=[N:10][C:11]([c:12]2[c:13]([O:20][CH3:21])[cH:14][cH:15][c:16]([C:18]#[N:19])[cH:17]2)=[O:22])[s:9]1.[CH3:26][O:27][c:28]1[cH:29][cH:30][c:31]([P:32]2(=[S:33])[S:34][P:36](=[S:37])([c:38]3[cH:39][cH:40][c:41]([O:42][CH3:43])[cH:44][cH:45]3)[S:35]2)[cH:46][cH:47]1.[CH3:48][c:49]1[cH:50][cH:51][cH:52][cH:53][cH:54]1>>[C:1]([CH3:2])([CH3:3])([CH3:4])[c:5]1[cH:6][n:7]([CH2:23][CH2:24][CH3:25])[c:8](=[N:10][C:11]([c:12]2[c:13]([O:20][CH3:21])[cH:14][cH:15][c:16]([C:18]#[N:19])[cH:17]2)=[S:35])[s:9]1. Starting materials: O1C(=CC=C1)C=1OC(=C(N1)COC1=C(C=C(COC2=NN(C=C2CO)CCO)C=C1)OC)C (2-[3-[(4-{[2-(2-furyl)-5-methyl-1,3-oxazol-4-yl]methoxy}-3-methoxybenzyl)oxy]-4-(hydroxymethyl)-1H-pyrazol-1-yl]ethanol). Reagents/catalysts: [O-2].[O-2].[Mn+4] (manganese dioxide). Solvent: O1CCCC1 (tetrahydrofuran). Conditions: time 15 hour. Yields the product O1C(=CC=C1)C=1OC(=C(N1)COC1=C(C=C(COC2=NN(C=C2C=O)CCO)C=C1)OC)C (3-[(4-{[2-(2-furyl)-5-methyl-1,3-oxazol-4-yl]methoxy}-3-methoxybenzyl)oxy]-1-(2-hydroxyethyl)-1H-pyrazole-4-carbaldehyde). Yield: 97.3%. As a reaction SMILES: [O:1]1[CH:5]=[CH:4][CH:3]=[C:2]1[C:6]1[O:7][C:8]([CH3:33])=[C:9]([CH2:11][O:12][C:13]2[CH:30]=[CH:29][C:16]([CH2:17][O:18][C:19]3[C:23]([CH2:24][OH:25])=[CH:22][N:21]([CH2:26][CH2:27][OH:28])[N:20]=3)=[CH:15][C:14]=2[O:31][CH3:32])[N:10]=1>[O-2].[O-2].[Mn+4].O1CCCC1>[O:1]1[CH:5]=[CH:4][CH:3]=[C:2]1[C:6]1[O:7][C:8]([CH3:33])=[C:9]([CH2:11][O:12][C:13]2[CH:30]=[CH:29][C:16]([CH2:17][O:18][C:19]3[C:23]([CH:24]=[O:25])=[CH:22][N:21]([CH2:26][CH2:27][OH:28])[N:20]=3)=[CH:15][C:14]=2[O:31][CH3:32])[N:10]=1 |f:1.2.3|. Procedure: A mixture of 2-[3-[(4-{[2-(2-furyl)-5-methyl-1,3-oxazol-4-yl]methoxy}-3-methoxybenzyl)oxy]-4-(hydroxymethyl)-1H-pyrazol-1-yl]ethanol (0.63 g), activated manganese dioxide (1.5 g) and tetrahydrofuran (100 mL) was stirred at room temperature for 15 hrs. Manganese dioxide was removed by filtration and the filtrate was concentrated. The obtained crystals were collected by filtration to give 3-[(4-{[2-(2-furyl)-5-methyl-1,3-oxazol-4-yl]methoxy}-3-methoxybenzyl)oxy]-1-(2-hydroxyethyl)-1H-pyrazole-4-ca... Starting materials: C(C1=CC=CC=C1)(=O)O (benzoic acid), CC(C)=CCCC(C)CCO (citronellol), S(O)(O)(=O)=O (sulfuric acid). The solvent is O1CCCC1 (tetrahydrofuran). Product: C(C1=CC=CC=C1)(=O)OCCC(CCC=C(C)C)C (CITRONELLOL BENZOATE). The yield is 19.0%. As a reaction SMILES: [C:1]([OH:9])(=[O:8])[C:2]1[CH:7]=[CH:6][CH:5]=[CH:4][CH:3]=1.[CH3:10][C:11](=[CH:13][CH2:14][CH2:15][CH:16]([CH2:18][CH2:19]O)[CH3:17])[CH3:12].S(=O)(=O)(O)O>O1CCCC1>[C:1]([O:9][CH2:19][CH2:18][CH:16]([CH3:17])[CH2:15][CH2:14][CH:13]=[C:11]([CH3:12])[CH3:10])(=[O:8])[C:2]1[CH:7]=[CH:6][CH:5]=[CH:4][CH:3]=1. Procedure details: A mixture of benzoic acid (14.6 g, 0.12 mol) and citronellol (15.6 g, 0.1 mol) in tetrahydrofuran (THF) was heated on a water bath for 4 hours after the addition of concentrated sulfuric acid. The reaction was monitored by thin layer chromatography (TLC), and when the reaction was over, the reaction mixture was quenched over ice/water, extracted with THF or methylene chloride, washed with 5% sodium hydrogen carbonate, and dried over magnesium sulfate. The reaction mixture was concentrated under ... Starting materials: C(C)OC(=O)C1C2CC(CC2C(C1=O)C(=O)OCC)=O (2,4-bisethoxycarbonylbicyclo[3.3.0]-octane-3,7-dione). Solvent: C(C)O (ethanol), P(=O)([O-])([O-])[O-] (phosphate). Run at temperature 30 celsius, time 44 hour. Product: C(C)OC(=O)C1C2CC(CC2CC1=O)=O (2-ethoxycarbonylbicyclo[3.3.0]octane-3,7-dione). Yield: 89.7%. Reaction SMILES: [CH2:1]([O:3][C:4]([CH:6]1[C:13](=[O:14])[CH:12](C(OCC)=O)[CH:11]2[CH:7]1[CH2:8][C:9](=[O:20])[CH2:10]2)=[O:5])[CH3:2]>C(O)C.P([O-])([O-])([O-])=O>[CH2:1]([O:3][C:4]([CH:6]1[C:13](=[O:14])[CH2:12][CH:11]2[CH:7]1[CH2:8][C:9](=[O:20])[CH2:10]2)=[O:5])[CH3:2]. Procedure details: 10 g of 2,4-bisethoxycarbonylbicyclo[3.3.0]-octane-3,7-dione is dissolved in 40 ml of ethanol and diluted with 0.1-molar phosphate buffer pH 7 to a volume of 1,000 ml. Thereafter, 5 g of α-chymotrypsin from bovine pancreas (activity 1150 U/mg, Chemie Pharmazie Commerz, Hamburg) is added and the mixture shaken on a rotary shaker for 44 hours at 30° C. Then the reaction mixture is extracted three times with methyl isobutyl ketone, the extracts are combined and concentrated to dryness under vacuum....